Task: describe an organic reaction: reactants, conditions, products, and yield. Dataset: the Open Reaction Database (ORD), a public repository of structured organic reaction records Procedure: Using a method similar to Working Example 1 (1)-(4), 3-(cyclopentyloxy)-4-methoxybenzaldehyde was substituted for 3,4-dimethoxybenzaldehyde, methyl(1-methylsulfinyl)ethyl)sulfine for methyl methylsulfinyl-methylsulfide, and methylhydrazine for hydrazine hydrate to obtain the title compound. Yields the product C1(CCCC1)OC=1C=C(C=CC1OC)C1=CC(N(N=C1C)C)=O (5-(3-(cyclopentyloxy)-4-methoxyphenyl)-2,6-dimethylpyridazin-3-one). Reactants: CC(S(=O)C)SC(C)S(=O)C (methyl methylsulfinyl-methylsulfide), Example 1 ( 1)-(4 ), sulfine, O.NN (hydrazine hydrate), C1(CCCC1)OC=1C=C(C=O)C=CC1OC (3-(cyclopentyloxy)-4-methoxybenzaldehyde), COC=1C=C(C=O)C=CC1OC (3,4-dimethoxybenzaldehyde), CNN (methylhydrazine). RXN SMILES: [CH:1]1([O:6][C:7]2[CH:8]=[C:9]([CH:12]=[CH:13][C:14]=2[O:15][CH3:16])[CH:10]=O)[CH2:5][CH2:4][CH2:3][CH2:2]1.COC1C=C(C=[CH:25][C:26]=1[O:27]C)C=O.CC(S[CH:35](S(C)=O)[CH3:36])S(C)=O.[CH3:40][NH:41][NH2:42].O.NN>>[CH:1]1([O:6][C:7]2[CH:8]=[C:9]([C:10]3[C:35]([CH3:36])=[N:42][N:41]([CH3:40])[C:26](=[O:27])[CH:25]=3)[CH:12]=[CH:13][C:14]=2[O:15][CH3:16])[CH2:5][CH2:4][CH2:3][CH2:2]1 |f:4.5|.